Task: describe an organic reaction: reactants, conditions, products, and yield. Dataset: the Open Reaction Database (ORD), a public repository of structured organic reaction records Starting materials: C1(=CC=CC=C1)C1=CC=C(C(=O)O[C@H]2[C@@H]([C@@H]3[C@@H](OC(CCC\C=C/C3)=O)C2)\C=C\C(COC2=CC=CC=C2)(F)F)C=C1 ((6Z,8aR,9R,10R,11aS)-9-((E)-3,3-difluoro-4-phenoxybut-1-enyl)-2,3,4,5,8,8a,9,10,11,11a-decahydro-2-oxocyclopenta[b]oxecin-10-yl 4-phenylbenzoate), [OH-].[Na+] (sodium hydroxide), CO (methanol), Cl (hydrochloric acid). The solvent is C1CCOC1 (THF). Conditions: time 2 hour. Product: FC(/C=C/[C@@H]1[C@H]([C@H](C[C@H]1O)O)C\C=C/CCCC(=O)O)(COC1=CC=CC=C1)F ((Z)-7-((1R,2R,3R,5S)-2-((E)-3,3-difluoro-4-phenoxybut-1-en-1-yl)-3,5-dihydroxycyclopentyl)hept-5-enoic acid). RXN SMILES: C1(C2C=CC(C(O[C@@H:14]3[CH2:27][C@@H]4[O:18][C:19](=[O:26])[CH2:20][CH2:21][CH2:22][CH:23]=[CH:24][CH2:25][C@@H:16]4[C@H:15]3/[CH:28]=[CH:29]/[C:30]([F:40])([F:39])[CH2:31][O:32][C:33]3[CH:38]=[CH:37][CH:36]=[CH:35][CH:34]=3)=O)=CC=2)C=CC=CC=1.[OH-:43].[Na+].Cl.[CH3:46][OH:47]>C1COCC1>[F:39][C:30]([F:40])([CH2:31][O:32][C:33]1[CH:38]=[CH:37][CH:36]=[CH:35][CH:34]=1)/[CH:29]=[CH:28]/[C@H:15]1[C@H:14]([OH:43])[CH2:27][C@H:46]([OH:47])[C@@H:16]1[CH2:25]/[CH:24]=[CH:23]\[CH2:22][CH2:21][CH2:20][C:19]([OH:26])=[O:18] |f:1.2|. Procedure: A solution of (6Z,8aR,9R,10R,11aS)-9-((E)-3,3-difluoro-4-phenoxybut-1-enyl)-2,3,4,5,8,8a,9,10,11,11a-decahydro-2-oxocyclopenta[b]oxecin-10-yl 4-phenylbenzoate (10.0 g from Example 35) in methanol (60 mL) and THF (160 mL) was treated with 3N sodium hydroxide aqueous solution (80 mL). This mixture was stirred at room temperature under an atmosphere of nitrogen for 2 hr. The reaction mixture was further adjusted to a pH of 8.5±0.2 with 3N hydrochloric acid aqueous solution and most of solvent was r... Reactants: [BH4-].[Na+] (sodium borohydride), CC1C(C2=CC=C(C=C2C1)CC(C)C)=O ((±)-2-Methyl-5-isobutyl-1-indanone), Cl (HCl). Run in O1CCCC1.CO (tetrahydrofuran methanol). Conditions: time 16 hour. Yields the product CC=1CC2=CC(=CC=C2C1)CC(C)C (2-Methyl-6-isobutylindene). Isolated yield 93.9%. RXN SMILES: [BH4-].[Na+].[CH3:3][CH:4]1[CH2:12][C:11]2[C:6](=[CH:7][CH:8]=[C:9]([CH2:13][CH:14]([CH3:16])[CH3:15])[CH:10]=2)[C:5]1=O.Cl>O1CCCC1.CO>[CH3:3][C:4]1[CH2:12][C:11]2[C:6]([CH:5]=1)=[CH:7][CH:8]=[C:9]([CH2:13][CH:14]([CH3:16])[CH3:15])[CH:10]=2 |f:0.1,4.5|. Procedure: 2.4 g (62 mmol) of sodium borohydride were added to a solution of 8.3 g (41 mmol) of 1 in 50 ml of tetrahydrofuran/methanol (2:1), and the mixture was stirred at room temperature for 16 hours. 50 ml of conc. aqueous HCl were subsequently added, and the mixture was extracted 3 times with 50 ml of diethyl ether in each case. The combined organic phases were dried (MgSO4) and freed from solvent on a rotary evaporator. The residue was taken up in 100 ml of toluene, 0.4 g of p-toluenesulfonic acid wa... Reactants: CO[C@@H]1[C@]2(C)[C@@H](CC1)[C@@H]1CC[C@H]3CC(CC[C@]3(C)[C@H]1CC2)=O (17β-methoxy-5α-androstan-3-one), [OH-].[K+] (potassium hydroxide), C(C)(=O)O (acetic acid), [OH-].[K+] (potassium hydroxide), C(C)=O (acetaldehyde). Solvent: C(C)O (ethanol), C(C)O (ethanol). Yields the product C(C)=C1C(C[C@@H]2CC[C@H]3[C@@H]4CC[C@@H]([C@@]4(C)CC[C@@H]3[C@]2(C1)C)OC)=O (2-Ethylidene-17β-methoxy-5α-androstan-3-one). Reaction SMILES: [CH3:1][O:2][C@H:3]1[CH2:8][CH2:7][C@H:6]2[C@H:9]3[C@H:19]([CH2:20][CH2:21][C@:4]12[CH3:5])[C@:17]1([CH3:18])[C@H:12]([CH2:13][C:14](=[O:22])[CH2:15][CH2:16]1)[CH2:11][CH2:10]3.[OH-].[K+].[CH:25](=O)[CH3:26].C(O)(=O)C>C(O)C>[CH:25](=[C:15]1[CH2:16][C@@:17]2([CH3:18])[C@@H:12]([CH2:11][CH2:10][C@@H:9]3[C@@H:19]2[CH2:20][CH2:21][C@@:4]2([CH3:5])[C@H:6]3[CH2:7][CH2:8][C@@H:3]2[O:2][CH3:1])[CH2:13][C:14]1=[O:22])[CH3:26] |f:1.2|. Procedure: A mixture of 17β-methoxy-5α-androstan-3-one (U.S. Pat. No. 3,301,850, Example 14, 8 g.), potassium hydroxide (2.1 g.) and acetaldehyde (5 ml.) in absolute ethanol (500 ml.) is stirred for 16 hours under nitrogen. The potassium hydroxide is then neutralized with acetic acid and the mixture concentrated to about 100 ml. Water is added and the product is extracted with diethyl ether. After the diethyl ether is removed the steroid is chromatographed over silica gel and then alumina. The appropriate ... Starting materials: CC(C)(C)OC(=O)CBr, O=C([O-])[O-], CC#N, CCOC(C)=O, [K+], [K+], Nc1c(C(=O)c2cccc(O)c2)cnn1-c1ccc(F)cc1. The product is CC(C)(C)OC(=O)COc1cccc(C(=O)c2cnn(-c3ccc(F)cc3)c2N)c1. As a reaction SMILES: [Br:23][CH2:24][C:25](=[O:26])[O:27][C:28]([CH3:29])([CH3:30])[CH3:31].[C:32](=[O:33])([O-:34])[O-:35].[CH3:38][C:39]#[N:40].[CH3:41][CH2:42][O:43][C:44](=[O:45])[CH3:46].[K+:36].[K+:37].[NH2:1][c:2]1[c:3]([C:14]([c:15]2[cH:16][c:17]([OH:21])[cH:18][cH:19][cH:20]2)=[O:22])[cH:4][n:5][n:6]1-[c:7]1[cH:8][cH:9][c:10]([F:13])[cH:11][cH:12]1>>[NH2:1][c:2]1[c:3]([C:14]([c:15]2[cH:16][c:17]([O:21][CH2:24][C:25](=[O:26])[O:27][C:28]([CH3:29])([CH3:30])[CH3:31])[cH:18][cH:19][cH:20]2)=[O:22])[cH:4][n:5][n:6]1-[c:7]1[cH:8][cH:9][c:10]([F:13])[cH:11][cH:12]1. Reactants: FC=1C(=C(C=CC1)/C=C/C(=O)OC)N=P(C1=CC=CC=C1)(C1=CC=CC=C1)C1=CC=CC=C1 (Methyl (2E)-3-{3-fluoro-2-[(triphenylphosphoranylidene)amino]phenyl}propenoate), N(=C=O)C1=CC(=CC=C1)C(F)(F)F (1-isocyanato-3-(trifluoromethyl)benzene), FC1=CC=2C=C3N(C2C=C1)CCNC3 (8-Fluoro-1,2,3,4-tetrahydropyrazino[1,2-a]indole). Product: FC=1C=CC=C2C(N(C(=NC12)N1CC=2N(C=3C=CC(=CC3C2)F)CC1)C1=CC(=CC=C1)C(F)(F)F)CC(=O)OC (Methyl {8-fluoro-2-(8-fluoro-3,4-dihydropyrazino[1,2-a]indol-2-yl)-3-[3-(trifluoromethyl)phenyl]-3,4-dihydroquinazolin-4-yl}acetate). RXN SMILES: [F:1][C:2]1[C:3]([N:14]=P(C2C=CC=CC=2)(C2C=CC=CC=2)C2C=CC=CC=2)=[C:4](/[CH:8]=[CH:9]/[C:10]([O:12][CH3:13])=[O:11])[CH:5]=[CH:6][CH:7]=1.[N:34]([C:37]1[CH:42]=[CH:41][CH:40]=[C:39]([C:43]([F:46])([F:45])[F:44])[CH:38]=1)=[C:35]=O.[F:47][C:48]1[CH:56]=[CH:55][C:54]2[N:53]3[CH2:57][CH2:58][NH:59][CH2:60][C:52]3=[CH:51][C:50]=2[CH:49]=1>>[F:1][C:2]1[CH:7]=[CH:6][CH:5]=[C:4]2[C:3]=1[N:14]=[C:35]([N:59]1[CH2:58][CH2:57][N:53]3[C:54]4[CH:55]=[CH:56][C:48]([F:47])=[CH:49][C:50]=4[CH:51]=[C:52]3[CH2:60]1)[N:34]([C:37]1[CH:42]=[CH:41][CH:40]=[C:39]([C:43]([F:46])([F:45])[F:44])[CH:38]=1)[CH:8]2[CH2:9][C:10]([O:12][CH3:13])=[O:11]. Procedure details: Starting with 546 mg (1.2 mmol) of the iminophosphorane from Example 12A, 402 mg (1.2 mmol) of 1-isocyanato-3-(trifluoromethyl)benzene and 240 mg (1.3 mmol) of 8-fluoro-1,2,3,4-tetrahydropyrazino[1,2-a]indole from Example 36A, the general procedure [M] gives 610 mg (86% of theory) of product. Reactants: COC=1C=C2C(=C(C(=NC2=CC1OC)CSC=1N(C=CN1)C)C(=O)OCC)C1=CC(=C(C=C1)OC)OC (ethyl 6,7-dimethoxy-4-(3,4-dimethoxy- phenyl)-2-[(1-methylimidazol-2-yl)thiomethyl]quinoline-3-carboxylate), [OH-].[Na+] (NaOH). The solvent is C(C)O (ethanol). Yields the product COC=1C=C2C(=C(C(=NC2=CC1OC)CSC=1N(C=CN1)C)C(=O)O)C1=CC(=C(C=C1)OC)OC (6,7-dimethoxy-4-(3,4-dimethoxyphenyl)-2-[(1-methylimidazol-2-yl)thiomethyl]quinoline-3-carboxylic acid). Isolated yield 52.8%. As a reaction SMILES: [CH3:1][O:2][C:3]1[CH:4]=[C:5]2[C:10](=[CH:11][C:12]=1[O:13][CH3:14])[N:9]=[C:8]([CH2:15][S:16][C:17]1[N:18]([CH3:22])[CH:19]=[CH:20][N:21]=1)[C:7]([C:23]([O:25]CC)=[O:24])=[C:6]2[C:28]1[CH:33]=[CH:32][C:31]([O:34][CH3:35])=[C:30]([O:36][CH3:37])[CH:29]=1.[OH-].[Na+]>C(O)C>[CH3:1][O:2][C:3]1[CH:4]=[C:5]2[C:10](=[CH:11][C:12]=1[O:13][CH3:14])[N:9]=[C:8]([CH2:15][S:16][C:17]1[N:18]([CH3:22])[CH:19]=[CH:20][N:21]=1)[C:7]([C:23]([OH:25])=[O:24])=[C:6]2[C:28]1[CH:33]=[CH:32][C:31]([O:34][CH3:35])=[C:30]([O:36][CH3:37])[CH:29]=1 |f:1.2|. Reported procedure: A mixture of ethyl 6,7-dimethoxy-4-(3,4-dimethoxy- phenyl)-2-[(1-methylimidazol-2-yl)thiomethyl]quinoline-3-carboxylate (0.6 g), 2N NaOH (1.7 ml) and ethanol (12 ml) was refluxed for 6 hours. The reaction mixture was concentrated in vacuo. The residue was diluted with H2O, washed with ethyl acetate, acidified with 2N HCl and extracted with ethyl acetate. The extract was washed with H2O, dried over MgSO4, and concentrated in vacuo to give crystals. Recrystallization from ethanol-ethyl ether gave ... Reactants: [Al+3], CCOC(=O)C(F)(F)CCc1ccccc1, [H-], [H-], [H-], [H-], [Li+], [Na+], C1CCOC1, [OH-], O. Product: OCC(F)(F)CCc1ccccc1. As a reaction SMILES: [Al+3:18].[F:1][C:2]([C:3](=[O:4])[O:5][CH2:6][CH3:7])([CH2:8][CH2:9][c:10]1[cH:11][cH:12][cH:13][cH:14][cH:15]1)[F:16].[H-:17].[H-:20].[H-:21].[H-:22].[Li+:19].[Na+:25].[O:26]1[CH2:27][CH2:28][CH2:29][CH2:30]1.[OH-:24].[OH2:23]>>[F:1][C:2]([CH2:3][OH:4])([CH2:8][CH2:9][c:10]1[cH:11][cH:12][cH:13][cH:14][cH:15]1)[F:16].